The task is: describe an organic reaction: reactants, conditions, products, and yield. This data is from the Open Reaction Database (ORD), a public repository of structured organic reaction records. Starting materials: C1(CCCCC1)NC1=C(C=C(C=C1)[N+](=O)[O-])[N+](=O)[O-] (N-cyclohexyl-2,4-dinitroaniline), [Cl-].[NH4+] (ammonium chloride), O.[S-2].[Na+].[Na+] (sodium sulfide hydrate). Run in CO (methanol). Run at temperature 25 celsius. Yields the product C1(CCCCC1)NC1=C(C=C(C=C1)[N+](=O)[O-])N (N-cyclohexyl-2-amino-4-nitroaniline). Yield: 81.9%. Reaction SMILES: [CH:1]1([NH:7][C:8]2[CH:13]=[CH:12][C:11]([N+:14]([O-:16])=[O:15])=[CH:10][C:9]=2[N+:17]([O-])=O)[CH2:6][CH2:5][CH2:4][CH2:3][CH2:2]1.[Cl-].[NH4+].O.[S-2].[Na+].[Na+]>CO>[CH:1]1([NH:7][C:8]2[CH:13]=[CH:12][C:11]([N+:14]([O-:16])=[O:15])=[CH:10][C:9]=2[NH2:17])[CH2:2][CH2:3][CH2:4][CH2:5][CH2:6]1 |f:1.2,3.4.5.6|. Reported procedure: A mixture of 2.2 g (8,3 mmol) N-cyclohexyl-2,4-dinitroaniline, 1.95 g (36.4 mmol) ammonium chloride, 7.85 g (32.7 mmol) sodium sulfide hydrate and 100 ml methanol was refluxed for 1 h. After cooling to 25° C. the mixture was filtered and evaporated The product was stirred with water to give 1.6 g (82%) N-cyclohexyl-2-amino-4-nitroaniline. 1H-NMR (CDCl3 ): 7.9-7.4 (2H, m), 6.5 (1H, d), 4.4 (1H, broad s), 3.4 (2H, broad s), 2.3-0.8 (11H, m).